This data is from the Open Reaction Database (ORD), a public repository of structured organic reaction records. The task is: describe an organic reaction: reactants, conditions, products, and yield The reactants are O=C(O)Cc1ccc(CBr)cc1, CC(=O)[O-], Cl, [Na+], [Na+], [OH-], O. Yields the product O=C(O)Cc1ccc(CO)cc1. Reaction SMILES: [Br:1][CH2:2][c:3]1[cH:4][cH:5][c:6]([CH2:9][C:10](=[O:11])[OH:12])[cH:7][cH:8]1.[CH3:16][C:17]([O-:18])=[O:19].[ClH:20].[Na+:14].[Na+:15].[OH-:13].[OH2:21]>>[CH2:2]([c:3]1[cH:4][cH:5][c:6]([CH2:9][C:10](=[O:11])[OH:12])[cH:7][cH:8]1)[OH:18]. As a reaction SMILES: [C:25](=[O:26])([O-:27])[O-:28].[CH3:32][OH:33].[Cl:1][c:2]1[c:3]([N:14]2[C:15](=[O:24])[N:16]3[C:17](=[CH:18][CH2:19][CH2:20][CH2:21]3)[C:22]2=[O:23])[cH:4][c:5]([O:9][C:10]([O:11][CH3:12])=[O:13])[c:6]([CH3:8])[cH:7]1.[ClH:31].[K+:29].[K+:30]>>[Cl:1][c:2]1[c:3]([N:14]2[C:15](=[O:24])[N:16]3[C:17](=[CH:18][CH2:19][CH2:20][CH2:21]3)[C:22]2=[O:23])[cH:4][c:5]([OH:9])[c:6]([CH3:8])[cH:7]1. Reactants: O=C([O-])[O-], CO, COC(=O)Oc1cc(N2C(=O)C3=CCCCN3C2=O)c(Cl)cc1C, Cl, [K+], [K+]. The product is Cc1cc(Cl)c(N2C(=O)C3=CCCCN3C2=O)cc1O. The reactants are O=C([O-])[O-], CCOC(C)=O, O=Cc1ccc(F)c(Cl)c1, [K+], [K+], CN(C)C=O, O, c1c[nH]cn1. The product is O=Cc1ccc(-n2ccnc2)c(Cl)c1. Reaction SMILES: [C:16](=[O:17])([O-:18])[O-:19].[CH3:27][CH2:28][O:29][C:30](=[O:31])[CH3:32].[Cl:6][c:7]1[cH:8][c:9]([CH:10]=[O:11])[cH:12][cH:13][c:14]1[F:15].[K+:20].[K+:21].[O:1]=[CH:2][N:3]([CH3:4])[CH3:5].[OH2:33].[nH:22]1[cH:23][n:24][cH:25][cH:26]1>>[Cl:6][c:7]1[cH:8][c:9]([CH:10]=[O:11])[cH:12][cH:13][c:14]1-[n:22]1[cH:23][n:24][cH:25][cH:26]1. Starting materials: CC(=O)OC(C)=O, COC(=O)CC(CN)c1ncc[nH]1, ClC(Cl)Cl, [Na+], [Na+], O=C([O-])[O-]. Product: COC(=O)CC(CNC(C)=O)c1ncc[nH]1. Reaction SMILES: [CH3:14][C:15](=[O:16])[O:17][C:18](=[O:19])[CH3:20].[CH3:1][O:2][C:3]([CH2:4][CH:5]([CH2:6][NH2:7])[c:8]1[nH:9][cH:10][cH:11][n:12]1)=[O:13].[CH:27]([Cl:28])([Cl:29])[Cl:30].[Na+:21].[Na+:22].[O-:23][C:24](=[O:25])[O-:26]>>[CH3:1][O:2][C:3]([CH2:4][CH:5]([CH2:6][NH:7][C:15]([CH3:14])=[O:16])[c:8]1[nH:9][cH:10][cH:11][n:12]1)=[O:13].